This data is from the Open Reaction Database (ORD), a public repository of structured organic reaction records. The task is: describe an organic reaction: reactants, conditions, products, and yield Reactants: COC(=O)c1cccc(CN(C(=O)OC(C)(C)C)S(=O)(=O)c2cc(C(=O)NN3c4ccccc4CC3C)ccc2Cl)c1, CC#N, [Li+], [OH-], O, O. Yields the product CC1Cc2ccccc2N1NC(=O)c1ccc(Cl)c(S(=O)(=O)N(Cc2cccc(C(=O)O)c2)C(=O)OC(C)(C)C)c1. Reaction SMILES: [C:1]([CH3:2])([CH3:3])([CH3:4])[O:5][C:6](=[O:7])[N:8]([S:9](=[O:10])(=[O:11])[c:12]1[c:13]([Cl:31])[cH:14][cH:15][c:16]([C:18](=[O:19])[NH:20][N:21]2[CH:22]([CH3:30])[CH2:23][c:24]3[cH:25][cH:26][cH:27][cH:28][c:29]32)[cH:17]1)[CH2:32][c:33]1[cH:34][c:35]([C:36](=[O:37])[O:38][CH3:39])[cH:40][cH:41][cH:42]1.[C:47](#[N:48])[CH3:49].[Li+:43].[OH-:44].[OH2:45].[OH2:46]>>[C:1]([CH3:2])([CH3:3])([CH3:4])[O:5][C:6](=[O:7])[N:8]([S:9](=[O:10])(=[O:11])[c:12]1[c:13]([Cl:31])[cH:14][cH:15][c:16]([C:18](=[O:19])[NH:20][N:21]2[CH:22]([CH3:30])[CH2:23][c:24]3[cH:25][cH:26][cH:27][cH:28][c:29]32)[cH:17]1)[CH2:32][c:33]1[cH:34][c:35]([C:36](=[O:37])[OH:38])[cH:40][cH:41][cH:42]1. The reactants are ClC=1C=CC2=C(CC(CCN2C(C2=CN=C(C=C2)NC(C2=C(C=CC=C2)C)=O)=O)(OC)OC)C1 (7-chloro-4,4-dimethoxy-1-[6-(2-methylbenzoyl-amino)nicotinoyl]-2,3,4,5-tetrahydro-1H-benzazepine), Cl (hydrochloric acid), [OH-].[Na+] (sodium hydroxide), O (Water). Run in CC(=O)C (acetone). Run at time 6 hour. The product is ClC=1C=CC2=C(CC(CCN2C(C2=CN=C(C=C2)NC(C2=C(C=CC=C2)C)=O)=O)=O)C1 (7-chloro-4-oxo-1-[6-(2-methylbenzoylamino )nicotinoyl]-2,3,4,5-tetrahydro-1H-benzazepine). Yield: 101.8%. RXN SMILES: [Cl:1][C:2]1[CH:3]=[CH:4][C:5]2[N:11]([C:12](=[O:29])[C:13]3[CH:18]=[CH:17][C:16]([NH:19][C:20](=[O:28])[C:21]4[CH:26]=[CH:25][CH:24]=[CH:23][C:22]=4[CH3:27])=[N:15][CH:14]=3)[CH2:10][CH2:9][C:8](OC)([O:30]C)[CH2:7][C:6]=2[CH:34]=1.Cl.O.[OH-].[Na+]>CC(C)=O>[Cl:1][C:2]1[CH:3]=[CH:4][C:5]2[N:11]([C:12](=[O:29])[C:13]3[CH:18]=[CH:17][C:16]([NH:19][C:20](=[O:28])[C:21]4[CH:26]=[CH:25][CH:24]=[CH:23][C:22]=4[CH3:27])=[N:15][CH:14]=3)[CH2:10][CH2:9][C:8](=[O:30])[CH2:7][C:6]=2[CH:34]=1 |f:3.4|. Procedure: To a solution of 7-chloro-4,4-dimethoxy-1-[6-(2-methylbenzoyl-amino)nicotinoyl]-2,3,4,5-tetrahydro-1H-benzazepine (1 g) in acetone (10 ml) is added 1N hydrochloric acid (5 ml), and the mixture is stirred at room temperature for 6 hours. Water is added to the reaction solution, and the mixture is neutralized with aqueous sodium hydroxide solution, and extracted with dichloromethane. The extract is washed with water, dried over magnesium sulfate, and evaporated under reduced pressure to remove the... Starting materials: O1CCOC=2C=NC(=CC21)C=O (2,3-Dihydro-[1,4]dioxino[2,3-c]pyridine-7-carboxaldehyde), C[Si](C)(C)C[Mg]Cl (trimethylsilylmethylmagnesium chloride), CCOCC (ether). Solvent: O1CCCC1 (tetrahydrofuran). Yields the product O1CCOC=2C=NC(=CC21)C(C[Si](C)(C)C)O (1-(2,3-Dihydro-[1,4]dioxino[2,3-c]pyridin-7-yl)-2-trimethylsilanyl-ethanol). Reaction SMILES: [O:1]1[C:10]2[CH:9]=[C:8]([CH:11]=[O:12])[N:7]=[CH:6][C:5]=2[O:4][CH2:3][CH2:2]1.[CH3:13][Si:14]([CH2:17][Mg]Cl)([CH3:16])[CH3:15].CCOCC>O1CCCC1>[O:1]1[C:10]2[CH:9]=[C:8]([CH:11]([OH:12])[CH2:13][Si:14]([CH3:17])([CH3:16])[CH3:15])[N:7]=[CH:6][C:5]=2[O:4][CH2:3][CH2:2]1. Procedure: A solution of aldehyde (c) (1.2 g) in tetrahydrofuran (20 ml) was treated at 0° C. under argon with a solution of trimethylsilylmethylmagnesium chloride in ether (1M; 8 ml, 8 mmol). After 2 hours the mixture was partitioned between ether—half saturated aqueous ammonium chloride solution. The organic extract was dried and evaporated affording an oil (1.6 g). The reactants are ClC=1C=C(C(=O)O)C=CN1 (2-chloroisonicotinic acid), NC1=CC2=C(C=N1)C(C(N2C2CC2)=O)(C)C (6-amino-1-cyclopropyl-3,3-dimethyl-1H-pyrrolo[3,2-c]pyridin-2(3H)-one). Yields the product ClC=1C=C(C(=O)NC2=CC3=C(C=N2)C(C(N3C3CC3)=O)(C)C)C=CN1 (2-Chloro-N-(1-cyclopropyl-3,3-dimethyl-2-oxo-2,3-dihydro-1H-pyrrolo[3,2-c]pyridin-6-yl)isonicotinamide). RXN SMILES: [Cl:1][C:2]1[CH:3]=[C:4]([CH:8]=[CH:9][N:10]=1)[C:5]([OH:7])=O.[NH2:11][C:12]1[N:17]=[CH:16][C:15]2[C:18]([CH3:26])([CH3:25])[C:19](=[O:24])[N:20]([CH:21]3[CH2:23][CH2:22]3)[C:14]=2[CH:13]=1>>[Cl:1][C:2]1[CH:3]=[C:4]([CH:8]=[CH:9][N:10]=1)[C:5]([NH:11][C:12]1[N:17]=[CH:16][C:15]2[C:18]([CH3:26])([CH3:25])[C:19](=[O:24])[N:20]([CH:21]3[CH2:22][CH2:23]3)[C:14]=2[CH:13]=1)=[O:7]. Procedure details: Prepared in analogy to example 26 from 2-chloroisonicotinic acid and 6-amino-1-cyclopropyl-3,3-dimethyl-1H-pyrrolo[3,2-c]pyridin-2(3H)-one (example 79c). The title compound was obtained as light yellow foam. The reactants are ( iii ), C(C)(=O)C1=C(C=C(C=C1)[C@@H]1CC[C@H](CC1)[C@@H]1CC[C@H](CC1)CCC)F (2-acetyl-5-[trans-4-(trans-4-propylcyclohexyl) cyclohexyl]fluorobenzene), C(COCCO)O (diethylene glycol), O.NN (hydrazine hydrate), [OH-].[K+] (potassium hydroxide). Solvent: O (water). Yields the product C(C)C1=C(C=C(C=C1)[C@@H]1CC[C@H](CC1)[C@@H]1CC[C@H](CC1)CCC)F (2-ethyl-5-[trans-4-(trans-4-propylcyclohexyl)cyclohexyl]fluorobenzene). Isolated yield 66.6%. Reaction SMILES: [C:1]([C:4]1[CH:9]=[CH:8][C:7]([C@H:10]2[CH2:15][CH2:14][C@H:13]([C@H:16]3[CH2:21][CH2:20][C@H:19]([CH2:22][CH2:23][CH3:24])[CH2:18][CH2:17]3)[CH2:12][CH2:11]2)=[CH:6][C:5]=1[F:25])(=O)[CH3:2].C(O)COCCO.O.NN.[OH-].[K+]>O>[CH2:1]([C:4]1[CH:9]=[CH:8][C:7]([C@H:10]2[CH2:11][CH2:12][C@H:13]([C@H:16]3[CH2:21][CH2:20][C@H:19]([CH2:22][CH2:23][CH3:24])[CH2:18][CH2:17]3)[CH2:14][CH2:15]2)=[CH:6][C:5]=1[F:25])[CH3:2] |f:2.3,4.5|. Procedure details: Successively, anhydrous aluminum chloride (30.8 g, 0.23 mol) was dissolved in nitrobenzene (150 ml), followed by adding to the solution, the total quantity of the above compound 3-[trans-4-(trans-4-propylcyclohexyl)cyclohexyl]fluorobenzene (38.7 g) at room temperature, dissolving the mixture together with stirring, adding acetyl chloride (27.3 g, 0.348 mol) over 15 minutes, reacting the mixture on heating at a reaction temperature of 35°-40° C. for 2 hours, adding the reaction solution after com...